From a dataset of the Open Reaction Database (ORD), a public repository of structured organic reaction records. describe an organic reaction: reactants, conditions, products, and yield The reactants are COC(=O)C1=CC2=C(CC(O2)(C)C)C(=C1)O (4-hydroxy-2,2-dimethyl-2,3-dihydrobenzofuran-6-carboxylic acid methyl ester), COC(=O)C1=CC2=C(CC(O2)(C)C)C(=C1)OC=1C=NC(=CC1)C(N(C)C)=O (4-(6-dimethylcarbamoyl-pyridin-3-yloxy)-2,2-dimethyl-2,3-dihydro-benzofuran-6-carboxylic acid methyl ester), N1(CCC1)C(=O)C1=NC=C(C=N1)Br (azetidin-1-yl-(5-bromo-pyrimidin-2-yl)-methanone). Product: COC(=O)C1=CC2=C(CC(O2)(C)C)C(=C1)OC=1C=NC(=NC1)C(=O)N1CCC1 (4-[2-(Azetidine-1-carbonyl)-pyrimidin-5-yloxy]-2,2-dimethyl-2,3-dihydro-benzofuran-6-carboxylic acid methyl ester), foam. The yield is 36.0%. Reaction SMILES: [CH3:1][O:2][C:3]([C:5]1[CH:15]=[C:14]([O:16]C2C=NC(C(=O)N(C)C)=CC=2)[C:8]2[CH2:9][C:10]([CH3:13])([CH3:12])[O:11][C:7]=2[CH:6]=1)=[O:4].[N:28]1([C:32]([C:34]2[N:39]=[CH:38][C:37](Br)=[CH:36][N:35]=2)=[O:33])[CH2:31][CH2:30][CH2:29]1.COC(C1C=C(O)C2CC(C)(C)OC=2C=1)=O>>[CH3:1][O:2][C:3]([C:5]1[CH:15]=[C:14]([O:16][C:37]2[CH:36]=[N:35][C:34]([C:32]([N:28]3[CH2:31][CH2:30][CH2:29]3)=[O:33])=[N:39][CH:38]=2)[C:8]2[CH2:9][C:10]([CH3:13])([CH3:12])[O:11][C:7]=2[CH:6]=1)=[O:4]. Procedure: The title compound was prepared in a similar manner as described for Intermediate 161b, from azetidin-1-yl-(5-bromo-pyrimidin-2-yl)-methanone (172a) (331 mg, 1.37 mmol) and 4-hydroxy-2,2-dimethyl-2,3-dihydro-benzofuran-6-carboxylic acid methyl ester (3e) (304 mg, 1.37 mmol) to give a white foam (136 mg, 36% yield). 1H NMR (400 MHz, CDCl3) δ 8.91 (s, 1 H) 8.53 (s, 2 H) 7.29 (s, 1 H) 4.64 (t, J=7.45 Hz, 2 H) 4.30 (t, J=7.58 Hz, 2 H) 3.88 (s, 3 H) 2.93 (s, 2 H) 2.36 (t, J=7.45 Hz, 2 H) 1.50 (s, 6 H...